From a dataset of the Open Reaction Database (ORD), a public repository of structured organic reaction records. describe an organic reaction: reactants, conditions, products, and yield Reactants: CCOC(=O)c1ccnc(CC(C)C)c1, CO, [NH4+], [NH4+], O, O=S(=O)([O-])OOS(=O)(=O)[O-], O=S(=O)(O)O. Product: CCOC(=O)c1cc(CO)nc(CC(C)C)c1. RXN SMILES: [CH2:1]([CH3:2])[O:3][C:4]([c:5]1[cH:6][c:7]([CH2:11][CH:12]([CH3:13])[CH3:14])[n:8][cH:9][cH:10]1)=[O:15].[CH3:28][OH:29].[NH4+:26].[NH4+:27].[OH2:35].[S:16]([O:17][O:18][S:19]([O-:20])(=[O:21])=[O:22])([O-:23])(=[O:24])=[O:25].[S:30](=[O:31])(=[O:32])([OH:33])[OH:34]>>[CH2:1]([CH3:2])[O:3][C:4]([c:5]1[cH:6][c:7]([CH2:11][CH:12]([CH3:13])[CH3:14])[n:8][c:9]([CH2:28][OH:29])[cH:10]1)=[O:15]. Starting materials: FC(=CC1(CC1)C1=CC=C(C=C1)F)C(=O)OC (1-(2-Fluoro-2-(methoxycarbonyl)ethenyl)-1-(4-fluorophenyl)cyclopropane), [H-].[Al+3].[Li+].[H-].[H-].[H-] (lithium aluminium hydride). The solvent is C(C)OCC (diethyl ether). Yields the product FC(=CC1(CC1)C1=CC=C(C=C1)F)CO (1-(2-Fluoro-3-hydroxyprop-1-enyl)-1-(4-fluorophenyl)cyclopropane). Isolated yield 89.9%. As a reaction SMILES: [F:1][C:2]([C:14](OC)=[O:15])=[CH:3][C:4]1([C:7]2[CH:12]=[CH:11][C:10]([F:13])=[CH:9][CH:8]=2)[CH2:6][CH2:5]1.[H-].[Al+3].[Li+].[H-].[H-].[H-]>C(OCC)C>[F:1][C:2]([CH2:14][OH:15])=[CH:3][C:4]1([C:7]2[CH:8]=[CH:9][C:10]([F:13])=[CH:11][CH:12]=2)[CH2:6][CH2:5]1 |f:1.2.3.4.5.6|. Procedure: The method of Example 9 was repeated using 1-(2-fluoro-2-(methoxycarbonyl)ethenyl)-1-(4-fluorophenyl)-cyclopropane (Example 4) (0.29 g), diethyl ether (10 ml) and lithium aluminium hydride (0.11 g) to yield the title compound (0.23 g, 91%). Starting materials: Brc1ccc(Br)nc1, CCO, Cc1ccccc1, [Na+], [Na+], O=C([O-])[O-], OB(O)c1ccccc1, c1ccc(P(c2ccccc2)(c2ccccc2)[Pd](P(c2ccccc2)(c2ccccc2)c2ccccc2)(P(c2ccccc2)(c2ccccc2)c2ccccc2)P(c2ccccc2)(c2ccccc2)c2ccccc2)cc1. Yields the product Brc1ccc(-c2ccccc2)nc1. As a reaction SMILES: [Br:1][c:2]1[n:3][cH:4][c:5]([Br:8])[cH:6][cH:7]1.[CH3:24][CH2:25][OH:26].[CH3:27][c:28]1[cH:29][cH:30][cH:31][cH:32][cH:33]1.[Na+:18].[Na+:19].[O-:20][C:21](=[O:22])[O-:23].[OH:9][B:10]([OH:11])[c:12]1[cH:13][cH:14][cH:15][cH:16][cH:17]1.[cH:34]1[cH:35][cH:36][c:37]([P:38]([Pd:39]([P:40]([c:41]2[cH:42][cH:43][cH:44][cH:45][cH:46]2)([c:47]2[cH:48][cH:49][cH:50][cH:51][cH:52]2)[c:53]2[cH:54][cH:55][cH:56][cH:57][cH:58]2)([P:59]([c:60]2[cH:61][cH:62][cH:63][cH:64][cH:65]2)([c:66]2[cH:67][cH:68][cH:69][cH:70][cH:71]2)[c:72]2[cH:73][cH:74][cH:75][cH:76][cH:77]2)[P:78]([c:79]2[cH:80][cH:81][cH:82][cH:83][cH:84]2)([c:85]2[cH:86][cH:87][cH:88][cH:89][cH:90]2)[c:91]2[cH:92][cH:93][cH:94][cH:95][cH:96]2)([c:97]2[cH:98][cH:99][cH:100][cH:101][cH:102]2)[c:103]2[cH:104][cH:105][cH:106][cH:107][cH:108]2)[cH:109][cH:110]1>>[c:2]1(-[c:12]2[cH:13][cH:14][cH:15][cH:16][cH:17]2)[n:3][cH:4][c:5]([Br:8])[cH:6][cH:7]1. Reactants: C1CCOC1, CO, [Na+], COC(=O)c1ccc(OCCn2ncc3nc(C(=O)NCc4cccc(OCCOc5nc[nH]n5)c4)[nH]c(=O)c32)cc1, [OH-], O. Yields the product O=C(O)c1ccc(OCCn2ncc3nc(C(=O)NCc4cccc(OCCOc5nc[nH]n5)c4)[nH]c(=O)c32)cc1. Reaction SMILES: [CH2:45]1[O:46][CH2:47][CH2:48][CH2:49]1.[CH3:50][OH:51].[Na+:44].[O:1]=[c:2]1[c:3]2[c:4]([n:5][c:6]([C:8](=[O:9])[NH:10][CH2:11][c:12]3[cH:13][c:14]([O:18][CH2:19][CH2:20][O:21][c:22]4[n:23][nH:24][cH:25][n:26]4)[cH:15][cH:16][cH:17]3)[nH:7]1)[cH:27][n:28][n:29]2[CH2:30][CH2:31][O:32][c:33]1[cH:34][cH:35][c:36]([C:37](=[O:38])[O:39][CH3:40])[cH:41][cH:42]1.[OH-:43].[OH2:52]>>[O:1]=[c:2]1[c:3]2[c:4]([n:5][c:6]([C:8](=[O:9])[NH:10][CH2:11][c:12]3[cH:13][c:14]([O:18][CH2:19][CH2:20][O:21][c:22]4[n:23][nH:24][cH:25][n:26]4)[cH:15][cH:16][cH:17]3)[nH:7]1)[cH:27][n:28][n:29]2[CH2:30][CH2:31][O:32][c:33]1[cH:34][cH:35][c:36]([C:37](=[O:38])[OH:39])[cH:41][cH:42]1. Starting materials: Cl(=O)(=O)(=O)O (Perchloric acid), CON=C(C(=O)NC1[C@@H]2N(C(=CCS2)C(=O)O)C1=O)C1(C)OCCO1 (7-(2-methoxyimino-3,3-ethylenedioxybutyramido)-3-cephem-4-carboxylic acid), O (Water), resultant solution. The solvent is CC(=O)C (acetone), CC(=O)C (acetone). Run at time 3 hour. Yields the product CON=C(C(=O)NC1[C@@H]2N(C(=CCS2)C(=O)O)C1=O)C(C)=O (7-(2-methoxyimino-3-oxobutyramido)-3-cephem-4-carboxylic acid). The yield is 59.9%. RXN SMILES: Cl(O)(=O)(=O)=O.[CH3:6][O:7][N:8]=[C:9]([C:25]1(OCC[O:27]1)[CH3:26])[C:10]([NH:12][CH:13]1[C:23](=[O:24])[N:15]2[C:16]([C:20]([OH:22])=[O:21])=[CH:17][CH2:18][S:19][C@H:14]12)=[O:11].O>CC(C)=O>[CH3:6][O:7][N:8]=[C:9]([C:25](=[O:27])[CH3:26])[C:10]([NH:12][CH:13]1[C:23](=[O:24])[N:15]2[C:16]([C:20]([OH:22])=[O:21])=[CH:17][CH2:18][S:19][C@H:14]12)=[O:11]. Procedure details: 70% Perchloric acid (1.09 ml.) was added to a solution of 7-(2-methoxyimino-3,3-ethylenedioxybutyramido)-3-cephem-4-carboxylic acid (syn isomer, 10.9 g.) in acetone (270 ml.) and stirred at room temperature for 3 hours. Water (150 ml.) was added to the resultant solution and acetone was removed in vacuo. Ethyl acetate (300 ml.) was added to the residue and the ethyl acetate layer was separated. The aqueous layer was extracted with ethyl acetate (400 ml.) and then the ethyl acetate extract was co... Procedure details: The 75 mg (0.154 mmol) sample of ′N-(tert-butoxy)-2-({[4-(2-butynyloxy)phenyl]sulfonyl}amino)-2-[4-(2-propynyloxy)phenyl]acetamide was stirred in neat TFA at room temperature for 72 h TFA was removed in vacuo. The residue was chromatographed on prep. TLC eluting with 1% HOAc in 10% MeOH/CH2Cl2 to provide 11.1 mg (17%) of 2-({[4-(2-butynyloxy)phenyl]sulfonyl}amino)-N-hydroxy-2-[4-(2-propynyloxy)phenyl]acetamide as a white solid was obtained. High Resolution Mass Spec 429.11155 (M+H)+; Reaction SMILES: C([O:5][NH:6][C:7](=[O:34])[CH:8]([NH:19][S:20]([C:23]1[CH:28]=[CH:27][C:26]([O:29][CH2:30][C:31]#[C:32][CH3:33])=[CH:25][CH:24]=1)(=[O:22])=[O:21])[C:9]1[CH:14]=[CH:13][C:12]([O:15][CH2:16][C:17]#[CH:18])=[CH:11][CH:10]=1)(C)(C)C>C(O)(C(F)(F)F)=O>[CH2:30]([O:29][C:26]1[CH:25]=[CH:24][C:23]([S:20]([NH:19][CH:8]([C:9]2[CH:14]=[CH:13][C:12]([O:15][CH2:16][C:17]#[CH:18])=[CH:11][CH:10]=2)[C:7]([NH:6][OH:5])=[O:34])(=[O:22])=[O:21])=[CH:28][CH:27]=1)[C:31]#[C:32][CH3:33]. Isolated yield 17.0%. Reactants: C(C)(C)(C)ONC(C(C1=CC=C(C=C1)OCC#C)NS(=O)(=O)C1=CC=C(C=C1)OCC#CC)=O (N-(tert-butoxy)-2-({[4-(2-butynyloxy)phenyl]sulfonyl}amino)-2-[4-(2-propynyloxy)phenyl]acetamide). Run in C(=O)(C(F)(F)F)O (TFA), C(=O)(C(F)(F)F)O (TFA). The product is C(C#CC)OC1=CC=C(C=C1)S(=O)(=O)NC(C(=O)NO)C1=CC=C(C=C1)OCC#C (2-({[4-(2-butynyloxy)phenyl]sulfonyl}amino)-N-hydroxy-2-[4-(2-propynyloxy)phenyl]acetamide).